From a dataset of the Open Reaction Database (ORD), a public repository of structured organic reaction records. describe an organic reaction: reactants, conditions, products, and yield Reactants: OC1(c2ccc(Cl)c(C(F)(F)F)c2)CCN(Cc2ccccc2)CC1, ClCCl, O=C(O)C(F)(F)F. Product: FC(F)(F)c1cc(C2=CCN(Cc3ccccc3)CC2)ccc1Cl. As a reaction SMILES: [CH2:1]([c:2]1[cH:3][cH:4][cH:5][cH:6][cH:7]1)[N:8]1[CH2:9][CH2:10][C:11]([OH:14])([c:15]2[cH:16][c:17]([C:22]([F:23])([F:24])[F:25])[c:18]([Cl:21])[cH:19][cH:20]2)[CH2:12][CH2:13]1.[Cl:33][CH2:34][Cl:35].[OH:26][C:27]([C:28]([F:29])([F:30])[F:31])=[O:32]>>[CH2:1]([c:2]1[cH:3][cH:4][cH:5][cH:6][cH:7]1)[N:8]1[CH2:9][CH:10]=[C:11]([c:15]2[cH:16][c:17]([C:22]([F:23])([F:24])[F:25])[c:18]([Cl:21])[cH:19][cH:20]2)[CH2:12][CH2:13]1. Starting materials: COC1=C(C=NC=C1)[N+](=O)[O-] (4-Methoxy-3-nitropyridine), ice water, [OH-].[Na+] (NaOH). Run in Br (hydrobromic acid). Reaction conditions: temperature 5 celsius, time 10 minute. The product is [N+](=O)([O-])C=1C=NC=CC1O (3-Nitro-pyridin-4-ol), solid. Isolated yield 89.0%. Reaction SMILES: C[O:2][C:3]1[CH:8]=[CH:7][N:6]=[CH:5][C:4]=1[N+:9]([O-:11])=[O:10].[OH-].[Na+]>Br>[N+:9]([C:4]1[CH:5]=[N:6][CH:7]=[CH:8][C:3]=1[OH:2])([O-:11])=[O:10] |f:1.2|. Procedure details: 4-Methoxy-3-nitropyridine (25.0 g, 162 mmol) in 220 ml conc. hydrobromic acid (48%) was refluxed at 100° C. for 16 hrs. The reaction mixture was cooled, poured into ice water and neutralized with 155 ml conc. NaOH (32%). The suspension was stirred for 10 min. at 5° C. and filtered. The solid was washed with water and dried at 50° C. and <30 mbar for 1 hour. The desired product was obtained as a light yellow solid (20.2 g, 89%). Reactants: CC(=O)Nc1c(I)c(NC(C)=O)c(I)c(C(=O)Cl)c1I, CCOC(=O)CC(N)C(=O)OCC, Cl. Product: CCOC(=O)CC(NC(=O)c1c(I)c(NC(C)=O)c(I)c(NC(C)=O)c1I)C(=O)OCC. Reaction SMILES: [C:1]([CH3:2])(=[O:3])[NH:4][c:5]1[c:6]([I:20])[c:7]([C:8](=[O:9])[Cl:10])[c:11]([I:19])[c:12]([NH:15][C:16]([CH3:17])=[O:18])[c:13]1[I:14].[CH2:22]([CH3:23])[O:24][C:25]([CH:26]([NH2:27])[CH2:28][C:29](=[O:30])[O:31][CH2:32][CH3:33])=[O:34].[ClH:21]>>[C:1]([CH3:2])(=[O:3])[NH:4][c:5]1[c:6]([I:20])[c:7]([C:8](=[O:9])[NH:27][CH:26]([C:25]([O:24][CH2:22][CH3:23])=[O:34])[CH2:28][C:29](=[O:30])[O:31][CH2:32][CH3:33])[c:11]([I:19])[c:12]([NH:15][C:16]([CH3:17])=[O:18])[c:13]1[I:14]. The reactants are N=1C(NC=C2CCC3=C(C12)C=CC=C3)=O (5,6-Dihydrobenzo[h]quinazolin-2(3H)-one), O(Cl)Cl.[P+3] (phosphorus (III) oxychloride). Yields the product ClC1=NC=2C3=C(CCC2C=N1)C=CC=C3 (2-chloro-5,6-dihydrobenzo[h]quinazoline). RXN SMILES: [N:1]1[C:2](=O)[NH:3][CH:4]=[C:5]2[C:10]=1[C:9]1[CH:11]=[CH:12][CH:13]=[CH:14][C:8]=1[CH2:7][CH2:6]2.O(Cl)[Cl:17].[P+3]>>[Cl:17][C:2]1[N:3]=[CH:4][C:5]2[CH2:6][CH2:7][C:8]3[CH:14]=[CH:13][CH:12]=[CH:11][C:9]=3[C:10]=2[N:1]=1 |f:1.2|. Reported procedure: 5,6-Dihydrobenzo[h]quinazolin-2(3H)-one (2.97 g) was heated at 100° C. in phosphorus (III) oxychloride (70 mL) for 2 h. The solvent was removed under vacuum and the residue was treated with ice, followed by 1M aqueous potassium carbonate solution. The aqueous solution was extracted with a mixture of ether and ethyl acetate, dried over anhydrous sodium sulfate and concentrated under vacuum to give 2-chloro-5,6-dihydrobenzo[h]quinazoline as a yellow solid; 1H NMR (CDCl3/MeOD4, 300 MHz) 8.86 (s, 1H... Starting materials: CCc1cnc(CCNC(=O)Nc2nc(C)c(-c3cc(C)nc(S(C)=O)n3)s2)o1, ClCCl, O=C(OO)c1cccc(Cl)c1. Product: CCc1cnc(CCNC(=O)Nc2nc(C)c(-c3cc(C)nc(S(C)(=O)=O)n3)s2)o1. As a reaction SMILES: [CH2:12]([CH3:13])[c:14]1[cH:15][n:16][c:17]([CH2:19][CH2:20][NH:21][C:22](=[O:23])[NH:24][c:25]2[s:26][c:27](-[c:31]3[n:32][c:33]([S:38](=[O:39])[CH3:40])[n:34][c:35]([CH3:37])[cH:36]3)[c:28]([CH3:30])[n:29]2)[o:18]1.[Cl:41][CH2:42][Cl:43].[OH:1][O:2][C:3]([c:4]1[cH:5][c:6]([Cl:7])[cH:8][cH:9][cH:10]1)=[O:11]>>[O:1]=[S:38]([c:33]1[n:32][c:31](-[c:27]2[s:26][c:25]([NH:24][C:22]([NH:21][CH2:20][CH2:19][c:17]3[n:16][cH:15][c:14]([CH2:12][CH3:13])[o:18]3)=[O:23])[n:29][c:28]2[CH3:30])[cH:36][c:35]([CH3:37])[n:34]1)(=[O:39])[CH3:40]. The reactants are [NH2-].[Na+] (sodamide), C(CCCCCCC\C=C/CCCCCCCC)(=O)O (oleic acid), COC=1C=NC=CC1 (3-methoxypyridine). The solvent is C1(=CC=CC=C1)C (toluene). Conditions: temperature 120 celsius. Yields the product CC=1C=NC=CC1 (3-methypyridine), NC1=NC=CC=C1 (2-aminopyridine). RXN SMILES: [NH2-:1].[Na+].[C:3](O)(=O)CCCCCCC/C=C\CCCCCCCC.CO[C:25]1[CH:26]=[N:27][CH:28]=[CH:29][CH:30]=1>C1(C)C=CC=CC=1>[CH3:3][C:25]1[CH:26]=[N:27][CH:28]=[CH:29][CH:30]=1.[NH2:1][C:28]1[CH:29]=[CH:30][CH:25]=[CH:26][N:27]=1 |f:0.1|. Reported procedure: A mixture of 28.1 g (0.72 mole) of sodamide, 400 cc of toluene containing 0.1 cc of oleic acid, and 65.5 g (0.60 mole) of 3-methoxypyridine was placed in a liter Magne Drive, equipped as described in Example 15. The autoclave was closed and purged of air with ammonia, pressurized to 30 psig with ammonia and then to 200 psig with nitrogen. The pressure relief valve was set at 340 psig. Cooling water was turned on the reflux condenser. The mixture was heated with stirring to 120° C. and kept heati... Reaction SMILES: [CH:1]1([O:6][C:7]2[CH:8]=[C:9]([C:15]3([C:22]#[CH:23])[CH2:20][CH2:19][C:18](=[O:21])[CH2:17][CH2:16]3)[CH:10]=[CH:11][C:12]=2[O:13][CH3:14])[CH2:5][CH2:4][CH2:3][CH2:2]1.[C:24]([C:28]([N:30]1[CH:34]=[CH:33][N:32]=[C:31]1I)=[O:29])([CH3:27])([CH3:26])[CH3:25].C1(P(C2C=CC=CC=2)C2C=CC=CC=2)C=CC=CC=1.O>C(N(CC)CC)C.[Cu]I>[CH:1]1([O:6][C:7]2[CH:8]=[C:9]([C:15]3([C:22]#[C:23][C:31]4[N:30]([C:28]([C:24]([CH3:27])([CH3:26])[CH3:25])=[O:29])[CH:34]=[CH:33][N:32]=4)[CH2:16][CH2:17][C:18](=[O:21])[CH2:19][CH2:20]3)[CH:10]=[CH:11][C:12]=2[O:13][CH3:14])[CH2:2][CH2:3][CH2:4][CH2:5]1. The solvent is C(C)N(CC)CC (triethylamine). Procedure: To a solution of 4-(3-cyclopentyloxy-4-methoxyphenyl)-4-ethynylcyclohexan-1-one (0.28g, 0.9 mmol) and 1-tert.-butylcarbonyl-2-iodoimidazole (0.29 g, 0.97 mmol) in triethylamine (5 mL) under an argon atmosphere were added tetrakis(triphenyl-phosphine)palladium(0) (0.042 g, 4%), copper(I) iodide (0.005 g, 6%), and a small crystal of triphenylphosphine, and the mixture was heated at 80°-85° C. for 1 h. Water was added and the mixture was extracted three times with dichloromethane, was dried (magnes... Yields the product C1(CCCC1)OC=1C=C(C=CC1OC)C1(CCC(CC1)=O)C#CC=1N(C=CN1)C(=O)C(C)(C)C (4-(3-cyclopentyloxy-4-methoxyphenyl)-4-(1-tert-butylcarbonylimidazol-2-ylethynyl)cyclohexan-1-one). The yield is 43.2%. The reagents and catalysts are [Cu]I (copper(I) iodide). The reactants are C1(CCCC1)OC=1C=C(C=CC1OC)C1(CCC(CC1)=O)C#C (4-(3-cyclopentyloxy-4-methoxyphenyl)-4-ethynylcyclohexan-1-one), C(C)(C)(C)C(=O)N1C(=NC=C1)I (1-tert.-butylcarbonyl-2-iodoimidazole), tetrakis(triphenyl-phosphine)palladium(0), C1(=CC=CC=C1)P(C1=CC=CC=C1)C1=CC=CC=C1 (triphenylphosphine), O (Water). Reactants: ice water, O1CC(C1)OC(=O)C1=C(C=CC=C1)S(=O)(=O)N (2-(oxetan-3-oxycarbonyl)phenylsulfonamide), C(OC1=CC=CC=C1)(OC1=CC=CC=C1)=O (diphenyl carbonate), C([O-])([O-])=O.[K+].[K+] (potassium carbonate), Cl (hydrochloric acid). Run in CN(C=O)C (dimethylformamide). Reaction conditions: time 15 hour. Yields the product O1CC(C1)OC(=O)C1=C(C=CC=C1)S(=O)(=O)NC(OC1=CC=CC=C1)=O (Phenyl N-[2-(oxetan-3-oxycarbonyl)phenylsulfonyl]carbamate). RXN SMILES: [O:1]1[CH2:4][CH:3]([O:5][C:6]([C:8]2[CH:13]=[CH:12][CH:11]=[CH:10][C:9]=2[S:14]([NH2:17])(=[O:16])=[O:15])=[O:7])[CH2:2]1.[C:18](=O)([O:26]C1C=CC=CC=1)[O:19][C:20]1[CH:25]=[CH:24][CH:23]=[CH:22][CH:21]=1.C(=O)([O-])[O-].[K+].[K+].Cl>CN(C)C=O>[O:1]1[CH2:4][CH:3]([O:5][C:6]([C:8]2[CH:13]=[CH:12][CH:11]=[CH:10][C:9]=2[S:14]([NH:17][C:18](=[O:26])[O:19][C:20]2[CH:25]=[CH:24][CH:23]=[CH:22][CH:21]=2)(=[O:16])=[O:15])=[O:7])[CH2:2]1 |f:2.3.4|. Procedure details: A mixture of 2.57 g of 2-(oxetan-3-oxycarbonyl)phenylsulfonamide, 2.14 g of diphenyl carbonate, 1.38 g of potassium carbonate and 13 ml of dimethylformamide is stirred at a temperature of 20°-25° C. for 15 hours. The reaction mixture is then poured into ice-water, the pH is brought to a value of 5-6 by dropwise addition of 10% hydrochloric acid and the mixture is extracted with ethyl acetate and washed with water. After drying over sodium sulfate, evaporation and crystallisation of the residue f... Starting materials: C(C1=CC=CC=C1)NC=1C2=C(N=C(N1)Cl)N(C=C2C#N)S(=O)(=O)C2=CC=C(C)C=C2 (4-(benzylamino)-2-chloro-7-tosyl-7H-pyrrolo[2,3-d]pyrimidine-5-carbonitrile), NC=1C=C2CCC(N(C2=CC1)C)=O (6-amino-1-methyl-3,4-dihydroquinolin-2(1H)-one), C[Si](C)(C)Cl (trimethylsilyl chloride). Run in C(CCC)O (nBuOH), O1CCOCC1 (dioxane). The product is C(C1=CC=CC=C1)NC=1C2=C(N=C(N1)NC=1C=C3CCC(N(C3=CC1)C)=O)NC=C2C#N (4-(Benzylamino)-2-(1-methyl-2-oxo-1,2,3,4-tetrahydroquinolin-6-ylamino)-7H-pyrrolo[2,3-d]pyrimidine-5-carbonitrile). Reaction SMILES: [CH2:1]([NH:8][C:9]1[C:10]2[C:18]([C:19]#[N:20])=[CH:17][N:16](S(C3C=CC(C)=CC=3)(=O)=O)[C:11]=2[N:12]=[C:13](Cl)[N:14]=1)[C:2]1[CH:7]=[CH:6][CH:5]=[CH:4][CH:3]=1.[NH2:31][C:32]1[CH:33]=[C:34]2[C:39](=[CH:40][CH:41]=1)[N:38]([CH3:42])[C:37](=[O:43])[CH2:36][CH2:35]2.C[Si](Cl)(C)C>C(O)CCC.O1CCOCC1>[CH2:1]([NH:8][C:9]1[C:10]2[C:18]([C:19]#[N:20])=[CH:17][NH:16][C:11]=2[N:12]=[C:13]([NH:31][C:32]2[CH:33]=[C:34]3[C:39](=[CH:40][CH:41]=2)[N:38]([CH3:42])[C:37](=[O:43])[CH2:36][CH2:35]3)[N:14]=1)[C:2]1[CH:3]=[CH:4][CH:5]=[CH:6][CH:7]=1. Procedure details: A solution of 4-(benzylamino)-2-chloro-7-tosyl-7H-pyrrolo[2,3-d]pyrimidine-5-carbonitrile (54 mg, 0.12 mmol), 6-amino-1-methyl-3,4-dihydroquinolin-2(1H)-one (43 mg, 0.24 mmol) and trimethylsilyl chloride (0.200 mL, 1.58 mmol) in nBuOH (2.5 mL) and dioxane (1.5 mL) was stirred at 116° C. for 20 h. It was concentrated in vacuo. The residue was purified by HPLC to give the titled compound. MS 424.3 (M+H); UV 207.7, 273.1 nm. The reactants are CC=1NC2=CC=C(C=C2C1C(=O)C1=C(C(=O)O)C=CC=C1)C (2-[(2,5-dimethyl-3-indolyl)carbonyl]benzoic acid), CN(C1=CC(=CC=C1)N(C)C)C (N,N,N',N'-tetramethyl-m-phenylenediamine), C(C)(=O)OC(C)=O (acetic anhydride), Formula III. Yields the product CN(C1=C(C=CC(=C1)N(C)C)C1(OC(=O)C2=CC=CC=C12)C1=C(NC2=CC=C(C=C12)C)C)C (3-[2,4-bis(dimethylamino)phenyl]-3-(2,5-dimethyl-3-indolyl)phthalide). Yield: 76.4%. RXN SMILES: [CH3:1][C:2]1[NH:3][C:4]2[C:9]([C:10]=1[C:11]([C:13]1[CH:21]=[CH:20][CH:19]=[CH:18][C:14]=1[C:15]([OH:17])=[O:16])=O)=[CH:8][C:7]([CH3:22])=[CH:6][CH:5]=2.[CH3:23][N:24]([CH3:34])[C:25]1[CH:30]=[CH:29][CH:28]=[C:27]([N:31]([CH3:33])[CH3:32])[CH:26]=1.C(OC(=O)C)(=O)C>>[CH3:32][N:31]([CH3:33])[C:27]1[CH:26]=[C:25]([N:24]([CH3:34])[CH3:23])[CH:30]=[CH:29][C:28]=1[C:11]1([C:10]2[C:9]3[C:4](=[CH:5][CH:6]=[C:7]([CH3:22])[CH:8]=3)[NH:3][C:2]=2[CH3:1])[C:13]2[C:14](=[CH:18][CH:19]=[CH:20][CH:21]=2)[C:15](=[O:16])[O:17]1. Reported procedure: A mixture of 2.0 g (0.007 mole) of 2-[(2,5-dimethyl-3-indolyl)carbonyl]benzoic acid from part A above, 1.1 g (0.007 mole) of N,N,N',N'-tetramethyl-m-phenylenediamine and seven ml of acetic anhydride was interacted in a manner similar to that described in Example 3, part E above, to obtain 2.35 g of 3-[2,4-bis(dimethylamino)phenyl]-3-(2,5-dimethyl-3-indolyl)phthalide (Formula III: R0 =R1 =R2 =R3 =R6 =H; R=R5 =CH3 ; R4 =N(CH3)2 ; Y1 =CH3), a light purple solid melting over the range of 100°-125° C...